The task is: describe an organic reaction: reactants, conditions, products, and yield. This data is from the Open Reaction Database (ORD), a public repository of structured organic reaction records. Reactants: CN(C)C=O, COCCBr, [H-], Cc1cc(C)c(-c2cn(C)c3nc(N)n(C)c(=O)c23)c(C)c1, [Na+], O. Product: COCCNc1nc2c(c(-c3c(C)cc(C)cc3C)cn2C)c(=O)n1C. As a reaction SMILES: [CH3:23][N:24]([CH3:25])[CH:26]=[O:27].[CH3:30][O:31][CH2:32][CH2:33][Br:34].[H-:28].[NH2:1][c:2]1[n:3]([CH3:22])[c:4](=[O:21])[c:5]2[c:6]([n:7]1)[n:8]([CH3:20])[cH:9][c:10]2-[c:11]1[c:12]([CH3:19])[cH:13][c:14]([CH3:18])[cH:15][c:16]1[CH3:17].[Na+:29].[OH2:35]>>[NH:1]([c:2]1[n:3]([CH3:22])[c:4](=[O:21])[c:5]2[c:6]([n:7]1)[n:8]([CH3:20])[cH:9][c:10]2-[c:11]1[c:12]([CH3:19])[cH:13][c:14]([CH3:18])[cH:15][c:16]1[CH3:17])[CH2:33][CH2:32][O:31][CH3:30].